describe an organic reaction: reactants, conditions, products, and yield From a dataset of the Open Reaction Database (ORD), a public repository of structured organic reaction records. Reactants: [Cl-].[Al+3].[Cl-].[Cl-] (aluminium chloride), Cl (hydrochloric acid), 29.5, CC=1SC=CC1 (2-methylthiophene), FC1=CC=C(C(=O)Cl)C=C1 (p-fluorobenzoyl chloride). Solvent: O (water), C(Cl)Cl (methylene chloride). Reaction conditions: time 4 hour. The product is CC1=CC=C(S1)C(=O)C1=CC=C(C=C1)F (p-fluorophenyl 5-methyl-2-thienyl ketone). Reaction SMILES: [CH3:1][C:2]1[S:3][CH:4]=[CH:5][CH:6]=1.[F:7][C:8]1[CH:16]=[CH:15][C:11]([C:12](Cl)=[O:13])=[CH:10][CH:9]=1.[Cl-].[Al+3].[Cl-].[Cl-].Cl>O.C(Cl)Cl>[CH3:1][C:2]1[S:3][C:4]([C:12]([C:11]2[CH:15]=[CH:16][C:8]([F:7])=[CH:9][CH:10]=2)=[O:13])=[CH:5][CH:6]=1 |f:2.3.4.5|. Reported procedure: To a stirred mixture of 29.5 parts of 2-methylthiophene, 39.65 parts of p-fluorobenzoyl chloride and 280 parts of methylene chloride are added portionwise 40 parts of aluminium chloride while keeping the temperature at 20° C (water-bath). Upon completion, stirring is continued for 4 hours at room temperature. The reaction mixture is poured onto crushed ice and 50 parts of hydrochloric acid, while stirring vigorously. The layers are separated and the aqueous phase is washed with chloroform. The o... The reactants are FC(C=1C=C(C=CC1)C1=CCNC=2N1N=CC2C(=O)N)(F)F (4,5-Dihydro-7-[3-(trifluoromethyl)phenyl]pyrazolo [1,5-a]pyrimidine-3-carboxamide), C(=O)=O.CC(=O)C (dry ice acetone), C(=S)(N1C=NC=C1)N1C=NC=C1 (1,1'-thiocarbonyldiimidazole), [H-].[Na+] (sodium hydride). Run in O1CCCC1 (tetrahydrofuran). Reaction conditions: temperature -78 celsius, time 30 minute. Product: S=C1NC(C=2C=NN3C(=CCN1C32)C3=CC(=CC=C3)C)=O (4,5-dihydro-5-thioxo-8-(3-methylphenyl)-3H,6H-1,4,5a,8a-tetraazaacenaphthylen-3-one). RXN SMILES: F[C:2](F)(F)[C:3]1[CH:4]=[C:5]([C:9]2[N:14]3[N:15]=[CH:16][C:17]([C:18]([NH2:20])=[O:19])=[C:13]3[NH:12][CH2:11][CH:10]=2)[CH:6]=[CH:7][CH:8]=1.C(=O)=O.CC(C)=O.[H-].[Na+].[C:32](N1C=CN=C1)(N1C=CN=C1)=[S:33]>O1CCCC1>[S:33]=[C:32]1[N:12]2[C:13]3[N:14]([C:9]([C:5]4[CH:6]=[CH:7][CH:8]=[C:3]([CH3:2])[CH:4]=4)=[CH:10][CH2:11]2)[N:15]=[CH:16][C:17]=3[C:18](=[O:19])[NH:20]1 |f:1.2,3.4|. Procedure: To a stirred solution of 1.00 g of 4,5-dihydro-7-(3-methyl)phenyl)pyrazolo[1,5-a]pyrimidine-3-carboxamide (prepared as described in Example 4) in dry tetrahydrofuran cooled to -78° C. (dry ice-acetone) is added sodium hydride (60% dispersion in mineral oil). The reaction mixture is stirred at -78° C. for 30 minutes then 1,1'-thiocarbonyldiimidazole is added. The mixture is allowed to slowly warm to room temperature and is stirred for 36 hours. Then reaction mixture is quenched with water, neutra...